This data is from the Open Reaction Database (ORD), a public repository of structured organic reaction records. The task is: describe an organic reaction: reactants, conditions, products, and yield Starting materials: ClC1=NC=C2C(=N1)NN=C2C2=CC=CC=C2 (6-chloro-3-phenyl-1H-pyrazolo[3,4-d]pyrimidine), FC(C(=O)O)(F)F.CS(=O)(=O)N1CCC(CC1)N (1-methanesulfonyl-piperidin-4-ylamine; compound with trifluoro-acetic acid). The product is CS(=O)(=O)N1CCC(CC1)NC1=NC=C2C(=N1)NN=C2C2=CC=CC=C2 ((1-Methanesulfonyl-piperidin-4-yl)-(3-phenyl-1H-pyrazolo[3,4-d]pyrimidin-6-yl)-amine). Yield: 21.0%. Reaction SMILES: Cl[C:2]1[N:7]=[C:6]2[NH:8][N:9]=[C:10]([C:11]3[CH:16]=[CH:15][CH:14]=[CH:13][CH:12]=3)[C:5]2=[CH:4][N:3]=1.FC(F)(F)C(O)=O.[CH3:24][S:25]([N:28]1[CH2:33][CH2:32][CH:31]([NH2:34])[CH2:30][CH2:29]1)(=[O:27])=[O:26]>>[CH3:24][S:25]([N:28]1[CH2:29][CH2:30][CH:31]([NH:34][C:2]2[N:7]=[C:6]3[NH:8][N:9]=[C:10]([C:11]4[CH:16]=[CH:15][CH:14]=[CH:13][CH:12]=4)[C:5]3=[CH:4][N:3]=2)[CH2:32][CH2:33]1)(=[O:27])=[O:26] |f:1.2|. Procedure: The compound was prepared from 6-chloro-3-phenyl-1H-pyrazolo[3,4-d]pyrimidine (Example 14) and 1-methanesulfonyl-piperidin-4-ylamine; compound with trifluoro-acetic acid in an analogous manner as described in Example 4 and was purified by HPLC (Gilson) to give a free base (21% yield). MS (M+H)+, 373.24. The reactants are Cl.N[C@@H](CCSC)C(=O)N[C@@H](CC(O)=O)C(=O)CC(C(=O)N)(C)N (L-methionyl-L-aspartyl-2-amino-2-methylpropionamide hydrochloride), C(C)(C)(C)OC(=O)N[C@@H](CC1=CNC2=CC=CC=C12)C(=O)N[C@@H](CCSC)C(=O)N[C@@H](CC(O)=O)C(=O)N[C@H](C)C(=O)N (N-t-butoxycarbonyl-L-tryptophanyl-L-methionyl-L-aspartyl-D-alanine amide). Run in O (water). The product is C(C)(C)(C)OC(=O)N[C@@H](CC1=CNC2=CC=CC=C12)C(=O)N[C@@H](CCSC)C(=O)N[C@@H](CC(O)=O)C(=O)CC(C(=O)N)(C)N (N-t-butoxycarbonyl-L-tryptophanyl-L-methionyl-L-aspartyl-2-amino-2-methylpropionamide). Reaction SMILES: Cl.[NH2:2][C@H:3]([C:8]([NH:10][C@H:11]([C:16]([CH2:18][C:19]([NH2:24])([CH3:23])[C:20]([NH2:22])=[O:21])=[O:17])[CH2:12][C:13](=[O:15])[OH:14])=[O:9])[CH2:4][CH2:5][S:6][CH3:7].[C:25]([O:29][C:30]([NH:32][C@H:33]([C:44](N[C@H](C(N[C@H](C(N[C@@H](C(N)=O)C)=O)CC(=O)O)=O)CCSC)=[O:45])[CH2:34][C:35]1[C:43]2[C:38](=[CH:39][CH:40]=[CH:41][CH:42]=2)[NH:37][CH:36]=1)=[O:31])([CH3:28])([CH3:27])[CH3:26]>O>[C:25]([O:29][C:30]([NH:32][C@H:33]([C:44]([NH:2][C@H:3]([C:8]([NH:10][C@H:11]([C:16]([CH2:18][C:19]([NH2:24])([CH3:23])[C:20]([NH2:22])=[O:21])=[O:17])[CH2:12][C:13](=[O:14])[OH:15])=[O:9])[CH2:4][CH2:5][S:6][CH3:7])=[O:45])[CH2:34][C:35]1[C:43]2[C:38](=[CH:39][CH:40]=[CH:41][CH:42]=2)[NH:37][CH:36]=1)=[O:31])([CH3:27])([CH3:28])[CH3:26] |f:0.1|. Procedure: When an equivalent quantity of L-methionyl-L-aspartyl-2-amino-2-methylpropionamide hydrochloride is substituted for the L-methionyl-L-aspartyl-D-alanine amide hydrochloride of Example 6, and the procedure detailed therein substantially repeated, there is obtained N-t-butoxycarbonyl-L-tryptophanyl-L-methionyl-L-aspartyl-2-amino-2-methylpropionamide containing 1/3 mole of water of hydration per mole. This compound is represented by the following formula. ##STR15##Elemental analysis of this compoun... The reagents and catalysts are O (water). Run at time 15 hour. Product: CC1(CC=C(C=2C=CC(=CC12)[Se]C#CC1=CC(=C(C(=O)O)C=C1)OC)C1=CC=C(C=C1)C)C (4-(8,8-Dimethyl-5-p-tolyl-7,8-dihydro-2-naphthylselanylethynyl)-2-methoxybenzoic acid). RXN SMILES: [CH3:1][C:2]1([CH3:34])[C:11]2[CH:10]=[C:9]([Se:12][C:13]#[C:14][C:15]3[CH:24]=[CH:23][C:18]([C:19]([O:21]C)=[O:20])=[C:17]([O:25][CH3:26])[CH:16]=3)[CH:8]=[CH:7][C:6]=2[C:5]([C:27]2[CH:32]=[CH:31][C:30]([CH3:33])=[CH:29][CH:28]=2)=[CH:4][CH2:3]1.[OH-].[Na+].Cl>O1CCCC1.O>[CH3:1][C:2]1([CH3:34])[C:11]2[CH:10]=[C:9]([Se:12][C:13]#[C:14][C:15]3[CH:24]=[CH:23][C:18]([C:19]([OH:21])=[O:20])=[C:17]([O:25][CH3:26])[CH:16]=3)[CH:8]=[CH:7][C:6]=2[C:5]([C:27]2[CH:28]=[CH:29][C:30]([CH3:33])=[CH:31][CH:32]=2)=[CH:4][CH2:3]1 |f:1.2|. Procedure: 0.55 g (1.1 mmol) of methyl 4-(8,8-dimethyl-5-p-tolyl-7,8-dihydro-2-naphthylselanylethynyl)-2-methoxybenzoate is dissolved in 15 ml of tetrahydrofuran and 2 drops of water. 0.26 g (6.4 mmol) of sodium hydroxide is added. The medium is stirred for 15 hours, acidified with 2N hydrochloric acid solution and then extracted with ethyl acetate. The solid obtained is purified by chromatography (eluent: 3/7 heptane/ethyl acetate). A white solid is obtained (0.53 g; yield=99%; m.p.=150° C.). The reactants are [OH-].[Na+] (sodium hydroxide), CC1(CC=C(C=2C=CC(=CC12)[Se]C#CC1=CC(=C(C(=O)OC)C=C1)OC)C1=CC=C(C=C1)C)C (methyl 4-(8,8-dimethyl-5-p-tolyl-7,8-dihydro-2-naphthylselanylethynyl)-2-methoxybenzoate), Cl (hydrochloric acid). The solvent is O1CCCC1 (tetrahydrofuran). Conditions: temperature 60 celsius. Reaction SMILES: [Cl:1][C:2]1[CH:36]=[CH:35][C:5]([CH2:6][N:7]2[C:11]3=[N:12][CH:13]=[C:14]([O:16][CH2:17][C:18]4[CH:27]=[CH:26][C:25]5[C:20](=[CH:21][CH:22]=[CH:23][CH:24]=5)[N:19]=4)[CH:15]=[C:10]3[CH:9]=[C:8]2[CH2:28][CH2:29][C:30]([O:32]CC)=[O:31])=[CH:4][CH:3]=1>CO.C1COCC1.O.O[Li].O>[Cl:1][C:2]1[CH:3]=[CH:4][C:5]([CH2:6][N:7]2[C:11]3=[N:12][CH:13]=[C:14]([O:16][CH2:17][C:18]4[CH:27]=[CH:26][C:25]5[C:20](=[CH:21][CH:22]=[CH:23][CH:24]=5)[N:19]=4)[CH:15]=[C:10]3[CH:9]=[C:8]2[CH2:28][CH2:29][C:30]([OH:32])=[O:31])=[CH:35][CH:36]=1 |f:1.2.3,4.5|. Reported procedure: Ethyl 3-[1-(4-chloro-benzyl)-5-(quinolin-2-ylmethoxy)-1H-pyrrolo[2,3-b]pyridin-2-yl]-propionate (90 mg, 0.180 mmol) was dissolved in a mixture of MeOH:THF:H2O (1:1:1, 2 mL) and LiOH.H2O (25 mg) added. The mixture was heated to 60° C. and monitored by LCMS. After complete reaction the solution was partitioned between EtOAc and water and the aqueous layer acidified with solid citric acid to pH˜4, the organic layer separated, washed with water, dried (MgSO4), filtered and evaporated to yield the ti... The solvent is CO.C1CCOC1.O (MeOH THF H2O), O[Li].O (LiOH.H2O). Reactants: ClC1=CC=C(CN2C(=CC=3C2=NC=C(C3)OCC3=NC2=CC=CC=C2C=C3)CCC(=O)OCC)C=C1 (Ethyl 3-[1-(4-chloro-benzyl)-5-(quinolin-2-ylmethoxy)-1H-pyrrolo[2,3-b]pyridin-2-yl]-propionate). The product is ClC1=CC=C(CN2C(=CC=3C2=NC=C(C3)OCC3=NC2=CC=CC=C2C=C3)CCC(=O)O)C=C1 (3-[1-(4-Chloro-benzyl)-5-(quinolin-2-ylmethoxy)-1H-pyrrolo[2,3-b]pyridin-2-yl]-propionic acid). Starting materials: CC(C(=O)N1CCC(CC1)NC1=CC(=C(C#N)C=C1)C(F)(F)F)CN1CCN(CC1)C1=CC=C(C=C1)C(F)(F)F (4-(1-{2-methyl-3-[4-(4-trifluoromethyl-phenyl)-piperazin-1-yl]-propionyl}-piperidin-4-ylamino)-2-trifluoromethyl-benzonitrile), COC=1C=CC(=CC1)P2(=S)SP(=S)(S2)C=3C=CC(=CC3)OC (Lawesson's reagent). Yields the product CC(C(=S)N1CCC(CC1)NC1=CC(=C(C#N)C=C1)C(F)(F)F)CN1CCN(CC1)C1=CC=C(C=C1)C(F)(F)F (4-(1-{2-methyl-3-[4-(4-trifluoromethyl-phenyl)-piperazin-1-yl]-thiopropionyl}-piperidin-4-ylamino)-2-trifluoromethyl-benzonitrile). As a reaction SMILES: [CH3:1][CH:2]([CH2:24][N:25]1[CH2:30][CH2:29][N:28]([C:31]2[CH:36]=[CH:35][C:34]([C:37]([F:40])([F:39])[F:38])=[CH:33][CH:32]=2)[CH2:27][CH2:26]1)[C:3]([N:5]1[CH2:10][CH2:9][CH:8]([NH:11][C:12]2[CH:19]=[CH:18][C:15]([C:16]#[N:17])=[C:14]([C:20]([F:23])([F:22])[F:21])[CH:13]=2)[CH2:7][CH2:6]1)=O.COC1C=CC(P2(SP(C3C=CC(OC)=CC=3)(=S)S2)=[S:50])=CC=1>>[CH3:1][CH:2]([CH2:24][N:25]1[CH2:30][CH2:29][N:28]([C:31]2[CH:36]=[CH:35][C:34]([C:37]([F:40])([F:39])[F:38])=[CH:33][CH:32]=2)[CH2:27][CH2:26]1)[C:3]([N:5]1[CH2:10][CH2:9][CH:8]([NH:11][C:12]2[CH:19]=[CH:18][C:15]([C:16]#[N:17])=[C:14]([C:20]([F:23])([F:22])[F:21])[CH:13]=2)[CH2:7][CH2:6]1)=[S:50]. Reported procedure: 4-(1-{2-Methyl-3-[4-(4-trifluoromethyl-phenyl)-piperazin-1-yl]-propionyl}-piperidin-4-ylamino)-2-trifluoromethyl-benzonitrile (15 mg; 0.026 mmol, prepared in accordance with Example 92) is reacted with Lawesson's reagent (5 mg; 0.013 mmol) according to the general conditions described in Example 109. The desired product is obtained following purification by preparative HPLC (9 mg; 0.015 mmol). The structure was confirmed using Protocol I-B. Calculated mass=584; observed mass=584; HPLC retention ... Reactants: Clc1cnc(SCc2ccccc2)nc1, CC(C)O, O=C(OO)c1cccc(Cl)c1, ClCCl. The product is O=S(Cc1ccccc1)c1ncc(Cl)cn1. As a reaction SMILES: [CH2:1]([c:2]1[cH:3][cH:4][cH:5][cH:6][cH:7]1)[S:8][c:9]1[n:10][cH:11][c:12]([Cl:15])[cH:13][n:14]1.[CH:27]([OH:28])([CH3:29])[CH3:30].[Cl:16][c:17]1[cH:18][cH:19][cH:20][c:21]([C:22]([O:23][OH:25])=[O:24])[cH:26]1.[Cl:31][CH2:32][Cl:33]>>[CH2:1]([c:2]1[cH:3][cH:4][cH:5][cH:6][cH:7]1)[S:8]([c:9]1[n:10][cH:11][c:12]([Cl:15])[cH:13][n:14]1)=[O:24]. Starting materials: Cl.NC1[C@@H]2N(C(=C(CS2)C2CCOCC2)C(=S)OC(C2=CC=CC=C2)C2=CC=CC=C2)C1=O (Diphenylmethyl 7-amino-3-(tetrahydropyran-4-yl)thio-3-cephem-4-carboxylate hydrochloride), C(C1=CC=CC=C1)(C1=CC=CC=C1)(C1=CC=CC=C1)NC=1SC=C(N1)/C(/C(=O)O)=N/OC(C1=CC=CC=C1)(C1=CC=CC=C1)C1=CC=CC=C1 ((Z)-2-(2-tritylaminothiazol-4-yl)-2-trityloxyiminoacetic acid). Product: C(C1=CC=CC=C1)(C1=CC=CC=C1)(C1=CC=CC=C1)NC=1SC=C(N1)/C(/C(=O)NC1[C@@H]2N(C(=C(CS2)C2CCOCC2)C(=S)OC(C2=CC=CC=C2)C2=CC=CC=C2)C1=O)=N/OC(C1=CC=CC=C1)(C1=CC=CC=C1)C1=CC=CC=C1 (Diphenylmethyl 7-[(Z)-2-(2-tritylaminothiazol-4-yl)-2-trityloxyiminoacetamido]-3-(tetrahydropyran-4-yl)thio-3-cephem-4-carboxylate). The yield is 77.4%. Reaction SMILES: Cl.[NH2:2][CH:3]1[C:32](=[O:33])[N:5]2[C:6]([C:16]([O:18][CH:19]([C:26]3[CH:31]=[CH:30][CH:29]=[CH:28][CH:27]=3)[C:20]3[CH:25]=[CH:24][CH:23]=[CH:22][CH:21]=3)=[S:17])=[C:7]([CH:10]3[CH2:15][CH2:14][O:13][CH2:12][CH2:11]3)[CH2:8][S:9][C@H:4]12.[C:34]([NH:53][C:54]1[S:55][CH:56]=[C:57](/[C:59](=[N:63]/[O:64][C:65]([C:78]2[CH:83]=[CH:82][CH:81]=[CH:80][CH:79]=2)([C:72]2[CH:77]=[CH:76][CH:75]=[CH:74][CH:73]=2)[C:66]2[CH:71]=[CH:70][CH:69]=[CH:68][CH:67]=2)/[C:60](O)=[O:61])[N:58]=1)([C:47]1[CH:52]=[CH:51][CH:50]=[CH:49][CH:48]=1)([C:41]1[CH:46]=[CH:45][CH:44]=[CH:43][CH:42]=1)[C:35]1[CH:40]=[CH:39][CH:38]=[CH:37][CH:36]=1>>[C:34]([NH:53][C:54]1[S:55][CH:56]=[C:57](/[C:59](=[N:63]/[O:64][C:65]([C:78]2[CH:83]=[CH:82][CH:81]=[CH:80][CH:79]=2)([C:72]2[CH:73]=[CH:74][CH:75]=[CH:76][CH:77]=2)[C:66]2[CH:67]=[CH:68][CH:69]=[CH:70][CH:71]=2)/[C:60]([NH:2][CH:3]2[C:32](=[O:33])[N:5]3[C:6]([C:16]([O:18][CH:19]([C:26]4[CH:27]=[CH:28][CH:29]=[CH:30][CH:31]=4)[C:20]4[CH:21]=[CH:22][CH:23]=[CH:24][CH:25]=4)=[S:17])=[C:7]([CH:10]4[CH2:11][CH2:12][O:13][CH2:14][CH2:15]4)[CH2:8][S:9][C@H:4]23)=[O:61])[N:58]=1)([C:47]1[CH:48]=[CH:49][CH:50]=[CH:51][CH:52]=1)([C:35]1[CH:36]=[CH:37][CH:38]=[CH:39][CH:40]=1)[C:41]1[CH:46]=[CH:45][CH:44]=[CH:43][CH:42]=1 |f:0.1|. Procedure: Diphenylmethyl 7-amino-3-(tetrahydropyran-4-yl)thio-3-cephem-4-carboxylate hydrochloride (290 mg) was reacted with (Z)-2-(2-tritylaminothiazol-4-yl)-2-trityloxyiminoacetic acid (403 mg), followed by purifying the reaction product in accordance with the procedure of Example 1(d), affording the titled compound (500 mg; 88%).